This data is from the Open Reaction Database (ORD), a public repository of structured organic reaction records. The task is: describe an organic reaction: reactants, conditions, products, and yield The reactants are O1CCN(CC1)C1=CC=C(C=C1)C=1C=CC2=C(C=C(CCS2)C(=O)OC)C1 (methyl 7-(4-morpholinophenyl)-2,3-dihydro-1-benzothiepine-4-carboxylate), [OH-].[Na+] (sodium hydroxide), Cl (hydrochloric acid). The solvent is C(C)O.C1CCOC1 (ethanol THF). Run at time 6 day. Yields the product O1CCN(CC1)C1=CC=C(C=C1)C=1C=CC2=C(C=C(CCS2)C(=O)O)C1 (7-(4-morpholinophenyl)-2,3-dihydro-1-benzo-thiepine-4-carboxylic acid). The yield is 94.8%. RXN SMILES: [O:1]1[CH2:6][CH2:5][N:4]([C:7]2[CH:12]=[CH:11][C:10]([C:13]3[CH:14]=[CH:15][C:16]4[S:22][CH2:21][CH2:20][C:19]([C:23]([O:25]C)=[O:24])=[CH:18][C:17]=4[CH:27]=3)=[CH:9][CH:8]=2)[CH2:3][CH2:2]1.[OH-].[Na+].Cl>C(O)C.C1COCC1>[O:1]1[CH2:2][CH2:3][N:4]([C:7]2[CH:12]=[CH:11][C:10]([C:13]3[CH:14]=[CH:15][C:16]4[S:22][CH2:21][CH2:20][C:19]([C:23]([OH:25])=[O:24])=[CH:18][C:17]=4[CH:27]=3)=[CH:9][CH:8]=2)[CH2:5][CH2:6]1 |f:1.2,4.5|. Procedure: To a solution of methyl 7-(4-morpholinophenyl)-2,3-dihydro-1-benzothiepine-4-carboxylate (0.55 g) in ethanol/THF (30/30 ml) was added at room temperature 1N sodium hydroxide solution (1.8 ml), and the mixture was stirred for 6 days and then refluxed for 2 hours. To the mixture was added 1N hydrochloric acid (1.8 ml). The resulting solid was collected by filtration, which was washed with ethanol and diethylether to give yellow powder of 7-(4-morpholinophenyl)-2,3-dihydro-1-benzo-thiepine-4-carbox...